From a dataset of the Open Reaction Database (ORD), a public repository of structured organic reaction records. describe an organic reaction: reactants, conditions, products, and yield Starting materials: COC(C)CCO, CCOC(C)=O, O=S(=O)(Cl)c1ccc(C(F)(F)F)cc1, c1ccncc1. Product: COC(C)CCOS(=O)(=O)c1ccc(C(F)(F)F)cc1. Reaction SMILES: [CH3:1][O:2][CH:3]([CH2:4][CH2:5][OH:6])[CH3:7].[CH3:28][CH2:29][O:30][C:31](=[O:32])[CH3:33].[F:8][C:9]([c:10]1[cH:11][cH:12][c:13]([S:16](=[O:17])(=[O:18])[Cl:19])[cH:14][cH:15]1)([F:20])[F:21].[cH:22]1[cH:23][cH:24][n:25][cH:26][cH:27]1>>[CH3:1][O:2][CH:3]([CH2:4][CH2:5][O:6][S:16]([c:13]1[cH:12][cH:11][c:10]([C:9]([F:8])([F:20])[F:21])[cH:15][cH:14]1)(=[O:17])=[O:18])[CH3:7]. Starting materials: tetrabutylammonium triphenyldifluorosilicate, C(#N)CNC([C@H](CC(C)C)O[C@@H](C1=CC=C(C=C1)C#C[Si](C)(C)C)C1=CC=CC=C1)=O ((2S)-N-(cyanomethyl)-4-methyl-2-[((R)-phenyl{4-[(trimethylsilyl)ethynyl]phenyl}methyl)oxy]pentanamide), CO (MeOH). The reagents and catalysts are CC(=O)O (AcOH). The solvent is [Na] (sodium), diethlyl ether, C1CCOC1 (THF). Reaction conditions: temperature 0 celsius, time 20 minute. The product is C(#N)CNC([C@H](CC(C)C)O[C@H](C1=CC=CC=C1)C1=CC=C(C=C1)C#C)=O ((2S)-N-(cyanomethyl)-2-{[(R)-(4-ethynylphenyl)(phenyl)methyl]oxy}-4-methylpentanamide). As a reaction SMILES: [C:1]([CH2:3][NH:4][C:5](=[O:31])[C@@H:6]([O:11][C@H:12]([C:25]1[CH:30]=[CH:29][CH:28]=[CH:27][CH:26]=1)[C:13]1[CH:18]=[CH:17][C:16]([C:19]#[C:20][Si](C)(C)C)=[CH:15][CH:14]=1)[CH2:7][CH:8]([CH3:10])[CH3:9])#[N:2].CO>C1COCC1.CC(O)=O.[Na]>[C:1]([CH2:3][NH:4][C:5](=[O:31])[C@@H:6]([O:11][C@@H:12]([C:13]1[CH:18]=[CH:17][C:16]([C:19]#[CH:20])=[CH:15][CH:14]=1)[C:25]1[CH:26]=[CH:27][CH:28]=[CH:29][CH:30]=1)[CH2:7][CH:8]([CH3:10])[CH3:9])#[N:2] |^1:42|. Procedure: To a solution of (2S)-N-(cyanomethyl)-4-methyl-2-[((R)-phenyl{4-[(trimethylsilyl)ethynyl]phenyl}methyl)oxy]pentanamide from example 70 (0.12 mmol, 50 mg) in THF:MeOH (1.3 mL: 50 uL) at 0° C., AcOH (3 drops) was added followed by tetrabutylammonium triphenyldifluorosilicate (0.01 mmol, 7 mg). The mixture was stirred 20 minutes at 0° C. The mixture was diluted with 1% sodium hydroxyde (3 mL) and diethlyl ether (5 mL). The phases were separated. The organic layer was dried over anhydrous MgSO4 and ... The reactants are C1(=CC=CC=C1)C(OC1CCN(CC1)CCCCCN)C1=CC=CC=C1 (4-(diphenylmethoxy)-1-piperidinepentanamine), ClC=1C=CC=2N(N1)C=C(N2)C(C(=O)OCC)(C)C (ethyl 2-[6-chloroimidazo[1,2-b]pyridazin-2-yl]-2-methylpropionate), C(C)(=O)OCC.O1CCCC1 (ethyl acetate tetrahydrofuran). Yields the product C(\C=C\C(=O)O)(=O)O.C(\C=C\C(=O)O)(=O)O.C1(=CC=CC=C1)C(OC1CCN(CC1)CCCCCNC=1C=CC=2N(N1)C=C(N2)C(C(=O)OCC)(C)C)C2=CC=CC=C2 (ethyl 2-[6-[5-[4-(diphenylmethoxy)piperidino] pentylamino]imidazo[1,2-b]pyridazin-2-yl]-2-methylpropionate difumarate). As a reaction SMILES: [C:1]1([CH:7]([C:21]2[CH:26]=[CH:25][CH:24]=[CH:23][CH:22]=2)[O:8][CH:9]2[CH2:14][CH2:13][N:12]([CH2:15][CH2:16][CH2:17][CH2:18][CH2:19][NH2:20])[CH2:11][CH2:10]2)[CH:6]=[CH:5][CH:4]=[CH:3][CH:2]=1.Cl[C:28]1[CH:29]=[CH:30][C:31]2[N:32]([CH:34]=[C:35]([C:37]([CH3:44])([CH3:43])[C:38]([O:40][CH2:41][CH3:42])=[O:39])[N:36]=2)[N:33]=1.[C:45]([O:48]CC)(=[O:47])[CH3:46].O1CCCC1>>[C:38]([OH:40])(=[O:39])/[CH:37]=[CH:46]/[C:45]([OH:48])=[O:47].[C:38]([OH:40])(=[O:39])/[CH:37]=[CH:46]/[C:45]([OH:48])=[O:47].[C:1]1([CH:7]([C:21]2[CH:22]=[CH:23][CH:24]=[CH:25][CH:26]=2)[O:8][CH:9]2[CH2:14][CH2:13][N:12]([CH2:15][CH2:16][CH2:17][CH2:18][CH2:19][NH:20][C:28]3[CH:29]=[CH:30][C:31]4[N:32]([CH:34]=[C:35]([C:37]([CH3:43])([CH3:44])[C:38]([O:40][CH2:41][CH3:42])=[O:39])[N:36]=4)[N:33]=3)[CH2:11][CH2:10]2)[CH:2]=[CH:3][CH:4]=[CH:5][CH:6]=1 |f:2.3,4.5.6|. Reported procedure: 1.41 g of 4-(diphenylmethoxy)-1-piperidinepentanamine and 0.536 g of ethyl 2-[6-chloroimidazo[1,2-b]pyridazin-2-yl]-2-methylpropionate were stirred at 190-200° C. for 3.5 hours. After cooling, ethyl acetate-tetrahydrofuran (2:1) was added; the mixture was washed with aqueous sodium bicarbonate and saturated saline and dried with sodium sulfate. The dry product was concentrated under reduced pressure; the residue was subjected to silica gel column chromatography and eluted with ethyl acetate:meth... The reactants are COC(CC(N1C=CC2=NC=CC=C21)C=2C=NC=CC2)=O (3-pyridin-3-yl-3-pyrrolo[3,2-b]pyridin-1-yl-propionic acid methyl ester), [H-].[H-].[H-].[H-].[Li+].[Al+3] (LAH). The solvent is C1CCOC1 (THF). Reaction conditions: time 2 hour. Yields the product N1=CC(=CC=C1)C(CCO)N1C=CC2=NC=CC=C21 (3-Pyridin-3-yl-3-pyrrolo[3,2-b]pyridin-1-yl-propan-1-ol). The yield is 63.3%. RXN SMILES: C[O:2][C:3](=O)[CH2:4][CH:5]([C:15]1[CH:16]=[N:17][CH:18]=[CH:19][CH:20]=1)[N:6]1[C:14]2[C:9](=[N:10][CH:11]=[CH:12][CH:13]=2)[CH:8]=[CH:7]1.[H-].[H-].[H-].[H-].[Li+].[Al+3]>C1COCC1>[N:17]1[CH:18]=[CH:19][CH:20]=[C:15]([CH:5]([N:6]2[C:14]3[C:9](=[N:10][CH:11]=[CH:12][CH:13]=3)[CH:8]=[CH:7]2)[CH2:4][CH2:3][OH:2])[CH:16]=1 |f:1.2.3.4.5.6|. Reported procedure: To a 0° C. solution of 3-pyridin-3-yl-3-pyrrolo[3,2-b]pyridin-1-yl-propionic acid methyl ester (150 mg, 0.53 mmol) in THF (10 mL) was added LAH (1M in THF, 0.53 mL). The reaction mixture was stirred at RT for 2 h, and quenched by addition of freshly ground Na2SO4.10H2O (1 g). The mixture was filtered through a celite pad, and the filtrate was concentrated and purified via flash chromatography (DCM/MeOH/NH4OH, 8/2/0.1), affording 3-Pyridin-3-yl-3-pyrrolo[3,2-b]pyridin-1-yl-propan-1-ol (66% yield,... Procedure: To 1.69 g (13.4 mmol) of 2,4-diamino-6-hydroxypyrimidine, 2.20 g (26.8 mmol) of sodium acetate and 20 ml of water at 80° C. were added 3.82 g (13.4 mmol) of 2-bromo-4-(4-carbomethoxyphenyl)butanal, prepared in Preparation 2, in 7 ml of methanol over 5 minutes. The mixture was maintained at 80° C. for 5 minutes, cooled to room temperature and stirred for 30 minutes. The mixture was filtered, washed with water, and dried for 18 hours at 50° C. @ 10 torr to provide 3.32 g of 4-(2-[2-amino-4-oxo-3,7... Yield: 79.3%. Run in CO (methanol). Reactants: NC1=NC(=CC(=N1)N)O (2,4-diamino-6-hydroxypyrimidine), C(C)(=O)[O-].[Na+] (sodium acetate), O (water), BrC(C=O)CCC1=CC=C(C=C1)C(=O)OC (2-bromo-4-(4-carbomethoxyphenyl)butanal). Reaction conditions: temperature 80 celsius, time 30 minute. Yields the product COC(C1=CC=C(C=C1)CCC1=CNC=2N=C(NC(C21)=O)N)=O (4-(2-[2-amino-4-oxo-3,7-dihydropyrrolo[2,3-d]pyrimidin-5-yl]ethyl)benzoic acid methyl ester). As a reaction SMILES: [NH2:1][C:2]1[N:7]=[C:6]([NH2:8])[CH:5]=[C:4]([OH:9])[N:3]=1.C([O-])(=O)C.[Na+].O.Br[CH:17]([CH2:20][CH2:21][C:22]1[CH:27]=[CH:26][C:25]([C:28]([O:30][CH3:31])=[O:29])=[CH:24][CH:23]=1)[CH:18]=O>CO>[CH3:31][O:30][C:28](=[O:29])[C:25]1[CH:26]=[CH:27][C:22]([CH2:21][CH2:20][C:17]2[C:5]3[C:4](=[O:9])[NH:3][C:2]([NH2:1])=[N:7][C:6]=3[NH:8][CH:18]=2)=[CH:23][CH:24]=1 |f:1.2|. Starting materials: [H][H] (hydrogen), CC1=CC(=NC(=C1N=NC1=CC=CC=C1)C)N (4,6-dimethyl-5-(phenylazo)-2-pyridinamine). Reagents/catalysts: [Pd] (palladium-on-charcoal). Solvent: CO (methanol). The product is CC1=CC(=NC(=C1N)C)N (4,6-dimethyl-2,5-pyridinediamine). Yield: 72.8%. As a reaction SMILES: [CH3:1][C:2]1[C:7]([N:8]=NC2C=CC=CC=2)=[C:6]([CH3:16])[N:5]=[C:4]([NH2:17])[CH:3]=1.[H][H]>[Pd].CO>[CH3:1][C:2]1[C:7]([NH2:8])=[C:6]([CH3:16])[N:5]=[C:4]([NH2:17])[CH:3]=1. Procedure details: A mixture of 7.5 parts of 4,6-dimethyl-5-(phenylazo)-2-pyridinamine and 200 parts of methanol was hydrogenated at normal pressure and at room temperature with 2 parts of palladium-on-charcoal catalyst 10%. After the calculated amount of hydrogen was taken up, the catalyst was filtered off and the filtrate was evaporated. The residue was purified by column chromatography over silica gel using a mixture of trichloromethane and methanol, saturated with ammonia (97:3 by volume) as eluent. The pure f... Starting materials: CCOC(=O)Cc1c(C)n(Cc2cccc(OCc3ccccc3)c2)c2ccc(OC)cc12, CCOC(=O)Cc1c(C)[nH]c2ccc(OC)cc12, ClCc1cccc(OCc2ccccc2)c1, CO. The product is COc1ccc2c(c1)c(CC(=O)O)c(C)n2Cc1cccc(OCc2ccccc2)c1. As a reaction SMILES: [CH2:1]([CH3:2])[O:3][C:4]([CH2:5][c:6]1[c:7]([CH3:32])[n:8]([CH2:17][c:18]2[cH:19][c:20]([O:24][CH2:25][c:26]3[cH:27][cH:28][cH:29][cH:30][cH:31]3)[cH:21][cH:22][cH:23]2)[c:9]2[cH:10][cH:11][c:12]([O:15][CH3:16])[cH:13][c:14]12)=[O:33].[CH2:34]([O:35][C:36](=[O:37])[CH2:38][c:39]1[c:40]2[c:41]([cH:42][cH:43][c:44]([O:45][CH3:46])[cH:47]2)[nH:48][c:49]1[CH3:50])[CH3:51].[CH2:52]([O:53][c:54]1[cH:55][c:56]([CH2:60][Cl:61])[cH:57][cH:58][cH:59]1)[c:62]1[cH:63][cH:64][cH:65][cH:66][cH:67]1.[CH3:68][OH:69]>>[O:3]=[C:4]([CH2:5][c:6]1[c:7]([CH3:32])[n:8]([CH2:17][c:18]2[cH:19][c:20]([O:24][CH2:25][c:26]3[cH:27][cH:28][cH:29][cH:30][cH:31]3)[cH:21][cH:22][cH:23]2)[c:9]2[cH:10][cH:11][c:12]([O:15][CH3:16])[cH:13][c:14]12)[OH:33].